Dataset: the Open Reaction Database (ORD), a public repository of structured organic reaction records. Task: describe an organic reaction: reactants, conditions, products, and yield The reactants are ice water, C1CCC2=NS(C3=C(N21)C=CC=C3)(=O)=O (1,2,3,5-tetrahydrobenzo[e]pyrrolo[2,1-c]-1,2,4-thiadiazine-5,5-dioxide), [N+](=O)([O-])[O-].[K+] (KNO3). Run in OS(=O)(=O)O (H2SO4), OS(=O)(=O)O (H2SO4). Run at time 2 hour. Product: [N+](=O)([O-])C1=CC2=C(N3C(=NS2(=O)=O)CCC3)C=C1 (7-Nitro-1,2,3,5-tetrahydrobenzo[e]pyrrolo[2,1-c]-1,2,4-thiadiazine-5,5-dioxide). Yield: 71.1%. As a reaction SMILES: [CH2:1]1[N:9]2[C:4](=[N:5][S:6](=[O:15])(=[O:14])[C:7]3[CH:13]=[CH:12][CH:11]=[CH:10][C:8]=32)[CH2:3][CH2:2]1.[N+:16]([O-])([O-:18])=[O:17].[K+]>OS(O)(=O)=O>[N+:16]([C:12]1[CH:11]=[CH:10][C:8]2[N:9]3[CH2:1][CH2:2][CH2:3][C:4]3=[N:5][S:6](=[O:14])(=[O:15])[C:7]=2[CH:13]=1)([O-:18])=[O:17] |f:1.2|. Procedure: A stirred solution of 1,2,3,5-tetrahydrobenzo[e]pyrrolo[2,1-c]-1,2,4-thiadiazine-5,5-dioxide (222 mg; 1 mmol) in H2SO4 (2 ml) at 5° C. was added a solution of KNO3 (122 mg; 1.2 mmol) in H2SO4 (2 ml). The reaction mixture was allowed to warm up to rt. and stirred for 2 h. The reaction mixture was poured into ice water, filtered and air dried to give 190 mg (71%) product. The reactants are ClC=1C=C(C=CC1)C(=CC(C)C)C1=CC=2C(=NC=CC2)N1 (2-(1-(3-chloro-phenyl)-3-methyl-but-1-enyl)-1H-pyrrolo[2,3-b]pyridine). Reagents/catalysts: [Pt](=O)=O (platinum dioxide). Run in O1CCCC1 (tetrahydrofuran). Reaction conditions: temperature 25 celsius, time 3 day. The product is ClC=1C=C(C=CC1)C(CC(C)C)C1=CC=2C(=NC=CC2)N1 (2-(1-(3-chloro-phenyl)-3-methyl-butyl)-1H-pyrrolo[2,3-b]pyridine). The yield is 21.3%. As a reaction SMILES: [Cl:1][C:2]1[CH:3]=[C:4]([C:8]([C:13]2[NH:21][C:16]3=[N:17][CH:18]=[CH:19][CH:20]=[C:15]3[CH:14]=2)=[CH:9][CH:10]([CH3:12])[CH3:11])[CH:5]=[CH:6][CH:7]=1>O1CCCC1.[Pt](=O)=O>[Cl:1][C:2]1[CH:3]=[C:4]([CH:8]([C:13]2[NH:21][C:16]3=[N:17][CH:18]=[CH:19][CH:20]=[C:15]3[CH:14]=2)[CH2:9][CH:10]([CH3:12])[CH3:11])[CH:5]=[CH:6][CH:7]=1. Procedure: A solution of 2-(1-(3-chloro-phenyl)-3-methyl-but-1-enyl)-1H-pyrrolo[2,3-b]pyridine (1.3 g, 4.4 mmol) in tetrahydrofuran (50 mL) was treated with platinum dioxide (200 mg). The reaction was stirred at 25° C. under hydrogen atmosphere for 3 d. At this time, the reaction mixture was filtered and the filtrate was concentrated in vacuo. HPLC purification afforded 2-(1-(3-chloro-phenyl)-3-methyl-butyl)-1H-pyrrolo[2,3-b]pyridine (280 mg, 21.4%) as a colorless oil: 1H NMR (300 MHz, d6-DMSO): 6 ppm 11.8... Starting materials: CC(=Cc1ccccc1)C(=O)O, CCOC(C)=O, [Na+], [Na+], [Na+], O=C([O-])O, CN(C)C=O, O=[Os](=O)(=O)=O, O=S([O-])[O-]. Yields the product O=C(O)c1ccccc1. RXN SMILES: [CH3:1][C:2](=[CH:3][c:7]1[cH:8][cH:9][cH:10][cH:11][cH:12]1)[C:4]([OH:5])=[O:6].[CH3:24][CH2:25][O:26][C:27]([CH3:28])=[O:29].[Na+:17].[Na+:22].[Na+:23].[O-:13][C:14](=[O:15])[OH:16].[O:30]=[CH:31][N:32]([CH3:33])[CH3:34].[O:35]=[Os:36](=[O:37])(=[O:38])=[O:39].[S:18]([O-:19])([O-:20])=[O:21]>>[c:7]1([C:14]([OH:13])=[O:16])[cH:8][cH:9][cH:10][cH:11][cH:12]1. Reactants: CO, Cl, [Na+], [OH-], O, COC(=O)C(COC(C)(C)C)Nc1ccccc1. The product is CC(C)(C)OCC(Nc1ccccc1)C(=O)O. RXN SMILES: [CH3:22][OH:23].[ClH:21].[Na+:20].[OH-:19].[OH2:24].[c:1]1([NH:7][CH:8]([C:9](=[O:10])[O:11][CH3:12])[CH2:13][O:14][C:15]([CH3:16])([CH3:17])[CH3:18])[cH:2][cH:3][cH:4][cH:5][cH:6]1>>[c:1]1([NH:7][CH:8]([C:9](=[O:10])[OH:11])[CH2:13][O:14][C:15]([CH3:16])([CH3:17])[CH3:18])[cH:2][cH:3][cH:4][cH:5][cH:6]1.